This data is from the Open Reaction Database (ORD), a public repository of structured organic reaction records. The task is: describe an organic reaction: reactants, conditions, products, and yield Starting materials: FC(CNC1CCC2=C(CC1)C=C(C=C2)N)(F)F (N*7*-(2,2,2-Trifluoro-ethyl)-6,7,8,9-tetrahydro-5H-benzocycloheptene-2,7-diamine), CC1([C@@H]2CC[C@]1(C(=O)C2)CS(=O)(=O)O)C (DL-10-camphorsulfonic acid), ClC1=NC=C(C(=N1)N[C@@H]1[C@@H]([C@H]2CC[C@@H]1C2)C(=O)N)Cl ((1S,2R,3S,4R)-3-(2,5-Dichloro-pyrimidin-4-ylamino)-bicyclo[2.2.1]heptane-2-carboxylic acid amide). Yields the product ClC=1C(=NC(=NC1)NC=1C=CC2=C(CCC(CC2)NCC(F)(F)F)C1)N[C@@H]1[C@@H]([C@H]2CC[C@@H]1C2)C(=O)N ((1S,2R,3S,4R)-3-{5-Chloro-2-[7-(2,2,2-trifluoro-ethylamino)-6,7,8,9-tetrahydro-5H-benzocyclohepten-2-ylamino]-pyrimidin-4-ylamino}-bicyclo[2.2.1]heptane-2-carboxylic acid amide). Yield: 29.7%. RXN SMILES: [F:1][C:2]([F:18])([F:17])[CH2:3][NH:4][CH:5]1[CH2:11][CH2:10][C:9]2[CH:12]=[C:13]([NH2:16])[CH:14]=[CH:15][C:8]=2[CH2:7][CH2:6]1.CC1(C)[C@]2(CS(O)(=O)=O)C(C[C@H]1CC2)=O.Cl[C:35]1[N:40]=[C:39]([NH:41][C@H:42]2[C@H:47]3[CH2:48][C@H:44]([CH2:45][CH2:46]3)[C@H:43]2[C:49]([NH2:51])=[O:50])[C:38]([Cl:52])=[CH:37][N:36]=1>>[Cl:52][C:38]1[C:39]([NH:41][C@H:42]2[C@H:47]3[CH2:48][C@H:44]([CH2:45][CH2:46]3)[C@H:43]2[C:49]([NH2:51])=[O:50])=[N:40][C:35]([NH:16][C:13]2[CH:14]=[CH:15][C:8]3[CH2:7][CH2:6][CH:5]([NH:4][CH2:3][C:2]([F:17])([F:18])[F:1])[CH2:11][CH2:10][C:9]=3[CH:12]=2)=[N:36][CH:37]=1. Procedure details: In an analogous procedure to Example 651, part c, N*7*-(2,2,2-Trifluoro-ethyl)-6,7,8,9-tetrahydro-5H-benzocycloheptene-2,7-diamine (75 mg, 0.290 mmol) was combined with DL-10-camphorsulfonic acid (101 mg, 0.436 mmol) and (1S,2R,3S,4R)-3-(2,5-Dichloro-pyrimidin-4-ylamino)-bicyclo[2.2.1]heptane-2-carboxylic acid amide (86.9 mg, 0.290 mmol) to prepare (1S,2R,3S,4R)-3-{5-Chloro-2-[7-(2,2,2-trifluoro-ethylamino)-6,7,8,9-tetrahydro-5H-benzocyclohepten-2-ylamino]-pyrimidin-4-ylamino}-bicyclo[2.2.1]hept... Starting materials: CCOCC (ether), CCOCC (ether), [H-].[Al+3].[Li+].[H-].[H-].[H-] (lithium aluminium hydride), ClC=1C=CC(=C(C(=O)O)C1)SC=1SC=CC1 (5-chloro-2-(2-thienylthio)-benzoic acid). The solvent is O (water). Product: ClC=1C=CC(=C(CO)C1)SC=1SC=CC1 (5-chloro-2-(2-thienylthio)-benzyl alcohol). As a reaction SMILES: CCOCC.[H-].[Al+3].[Li+].[H-].[H-].[H-].[Cl:12][C:13]1[CH:14]=[CH:15][C:16]([S:22][C:23]2[S:24][CH:25]=[CH:26][CH:27]=2)=[C:17]([CH:21]=1)[C:18](O)=[O:19]>O>[Cl:12][C:13]1[CH:14]=[CH:15][C:16]([S:22][C:23]2[S:24][CH:25]=[CH:26][CH:27]=2)=[C:17]([CH:21]=1)[CH2:18][OH:19] |f:1.2.3.4.5.6|. Reported procedure: To 30 ml of abs. ether cooled to 3° is added under nitrogen 1.14 g (0.03 mole) of lithium aluminium hydride, and there is then added dropwise at 5°-10° with stirring, within half an hour, a solution of 5.4 g (0.02 mole) of 5-chloro-2-(2-thienylthio)-benzoic acid (produced according to Swiss Patent Specification No. 405,354; C.A. 66, P 2550e) in 45 ml of abs. ether. After completion of the dropwise addition, the mixture is refluxed for 16 hours; and there is thereupon slowly added dropwise at 3°-... Starting materials: CN(CC(C(=O)N([C@H]1C[C@H](NC1)C(=O)N(C)C)C1CCC(CC1)(C)C)(C)C)C ((4S)-4-{[3-(dimethylamino)-2,2-dimethylpropanoyl](4,4-dimethylcyclohexyl)amino}-N,N-dimethyl-prolineamide), C(C)(C)(C)N1C[C@H]([C@@H](C1)C1=CC=C(C=C1)Cl)C(=O)O ((3S,4R)-1-t-butyl-4-(4-chlorophenyl)pyrrolidine-3-carboxylic acid). Product: Cl.C(C)(C)(C)N1C[C@H]([C@@H](C1)C1=CC=C(C=C1)Cl)C(=O)N1[C@H](C(=O)N(C)C)C[C@@H](C1)N(C1CCC(CC1)(C)C)C(C(CN(C)C)(C)C)=O ((4S)-1-{[(3S,4R)-1-tert-butyl-4-(4-chlorophenyl)pyrrolidine-3-yl]carbonyl}-4-{[3-(dimethylamino)-2,2-dimethylpropanoyl](4,4-dimethylcyclohexyl)amino}-N,N dimethyl-L-prolineamide HCl salt). As a reaction SMILES: [CH3:1][N:2]([CH3:28])[CH2:3][C:4]([CH3:27])([CH3:26])[C:5]([N:7]([CH:18]1[CH2:23][CH2:22][C:21]([CH3:25])([CH3:24])[CH2:20][CH2:19]1)[C@@H:8]1[CH2:12][NH:11][C@H:10]([C:13]([N:15]([CH3:17])[CH3:16])=[O:14])[CH2:9]1)=[O:6].[C:29]([N:33]1[CH2:37][C@@H:36]([C:38]2[CH:43]=[CH:42][C:41]([Cl:44])=[CH:40][CH:39]=2)[C@H:35]([C:45](O)=[O:46])[CH2:34]1)([CH3:32])([CH3:31])[CH3:30]>>[ClH:44].[C:29]([N:33]1[CH2:37][C@@H:36]([C:38]2[CH:39]=[CH:40][C:41]([Cl:44])=[CH:42][CH:43]=2)[C@H:35]([C:45]([N:11]2[CH2:12][C@@H:8]([N:7]([C:5](=[O:6])[C:4]([CH3:27])([CH3:26])[CH2:3][N:2]([CH3:1])[CH3:28])[CH:18]3[CH2:23][CH2:22][C:21]([CH3:24])([CH3:25])[CH2:20][CH2:19]3)[CH2:9][C@H:10]2[C:13]([N:15]([CH3:16])[CH3:17])=[O:14])=[O:46])[CH2:34]1)([CH3:32])([CH3:31])[CH3:30] |f:2.3|. Reported procedure: The title compound was prepared according to the procedure described in Step F, G of Example A1, using (4S)-4-{[3-(dimethylamino)-2,2-dimethylpropanoyl](4,4-dimethylcyclohexyl)amino)}-N,N-dimethyl-L-prolineamide (82 mg, 0.18 mmol) prepared in Step B and (3S,4R)-1-t-butyl-4-(4-chlorophenyl)pyrrolidine-3-carboxylic acid prepared in Preparation Example A9-2 (105 mg, 89%). Reactants: O=C1C=2C=CC=CC2C2=NC(=C(N=C21)C#N)C#N (9-oxo-9H-indeno[1,2-b]pyrazine-2,3-dicarbonitrile), CO (MeOH), C(C)OC(CC#N)=O (Ethylcyanoacetate), [H-].[Na+] (NaH). Run in CN(C)C=O (DMF), CN(C)C=O (DMF). Run at time 30 minute. The product is C(#N)C(=C(O)OCC)C1=C(N=C2C(=N1)C=1C=CC=CC1C2=O)C#N (3-(1-cyano-2-ethoxy-2-hydroxy-vinyl)-9-oxo-9H-indeno[1,2-b]pyrazine-2-carbonitrile). The yield is 97.3%. As a reaction SMILES: [CH2:1]([O:3][C:4](=[O:8])[CH2:5][C:6]#[N:7])[CH3:2].[H-].[Na+].[O:11]=[C:12]1[C:24]2[C:19](=[N:20][C:21](C#N)=[C:22]([C:25]#[N:26])[N:23]=2)[C:18]2[CH:17]=[CH:16][CH:15]=[CH:14][C:13]1=2.CO>CN(C=O)C>[C:6]([C:5]([C:21]1[N:20]=[C:19]2[C:18]3[CH:17]=[CH:16][CH:15]=[CH:14][C:13]=3[C:12](=[O:11])[C:24]2=[N:23][C:22]=1[C:25]#[N:26])=[C:4]([O:3][CH2:1][CH3:2])[OH:8])#[N:7] |f:1.2|. Procedure: Ethylcyanoacetate (110 mg, 0.970 mmol) was dissolved, under inert atmosphere, in dry DMF (1 ml) and NaH (39 mg, 0.970 mmol) was added in one portion. After 30 min, a solution of 1 (150 mg, 0.646 mmol) in dry DMF (2 ml) was added dropwise. After 15 min MeOH was added and the solution stirred for 10 min. The solvents were evaporated and the crude purified by flash chromatography (EtOAc:MeOH 9:1) affording 22 as a dark red solid (200 mg, 97%). The reactants are ClCCOC1=CC=C(C=C1)C1OC2=CC(=CC=C2C(=C1C=1C=CC(=NC1)OC)C)OCOCC[Si](C)(C)C (5-[2-[4-(2-chloro-ethoxy)-phenyl]-4-methyl-7-(2-trimethylsilanyl-ethoxymethoxy)-2H-chromen-3-yl]-2-methoxy-pyridine), N1CCCCC1 (piperidine). Procedure: The title product was prepared as a white solid according to the procedure described in Example 34 using 5-[2-[4-(2-chloro-ethoxy)-phenyl]-4-methyl-7-(2-trimethylsilanyl-ethoxymethoxy)-2H-chromen-3-yl]-2-methoxy-pyridine and piperidine as the starting material. Product: COC1=CC=C(C=N1)C=1C(OC2=CC(=CC=C2C1C)O)C1=CC=C(C=C1)OCCN1CCCCC1 (3-(6-Methoxy-pyridin-3-yl)-4-methyl-2-[4-(2-piperidin-1-yl-ethoxy)-phenyl]-2H-chromen-7-ol). Reaction SMILES: Cl[CH2:2][CH2:3][O:4][C:5]1[CH:10]=[CH:9][C:8]([CH:11]2[C:20]([C:21]3[CH:22]=[CH:23][C:24]([O:27][CH3:28])=[N:25][CH:26]=3)=[C:19]([CH3:29])[C:18]3[C:13](=[CH:14][C:15]([O:30]COCC[Si](C)(C)C)=[CH:16][CH:17]=3)[O:12]2)=[CH:7][CH:6]=1.[NH:39]1[CH2:44][CH2:43][CH2:42][CH2:41][CH2:40]1>>[CH3:28][O:27][C:24]1[N:25]=[CH:26][C:21]([C:20]2[CH:11]([C:8]3[CH:7]=[CH:6][C:5]([O:4][CH2:3][CH2:2][N:39]4[CH2:44][CH2:43][CH2:42][CH2:41][CH2:40]4)=[CH:10][CH:9]=3)[O:12][C:13]3[C:18]([C:19]=2[CH3:29])=[CH:17][CH:16]=[C:15]([OH:30])[CH:14]=3)=[CH:22][CH:23]=1. Product: Cc1c(NS(C)(=O)=O)cccc1N(Cc1ccccc1)Cc1ccc(F)cc1F. As a reaction SMILES: [CH2:1]([c:2]1[cH:3][cH:4][cH:5][cH:6][cH:7]1)[NH:8][c:9]1[c:10]([CH3:20])[c:11]([NH:15][S:16](=[O:17])(=[O:18])[CH3:19])[cH:12][cH:13][cH:14]1.[F:21][c:22]1[c:23]([CH:24]=[O:25])[cH:26][cH:27][c:28]([F:30])[cH:29]1>>[CH2:1]([c:2]1[cH:3][cH:4][cH:5][cH:6][cH:7]1)[N:8]([c:9]1[c:10]([CH3:20])[c:11]([NH:15][S:16](=[O:17])(=[O:18])[CH3:19])[cH:12][cH:13][cH:14]1)[CH2:24][c:23]1[c:22]([F:21])[cH:29][c:28]([F:30])[cH:27][cH:26]1. The reactants are Cc1c(NCc2ccccc2)cccc1NS(C)(=O)=O, O=Cc1ccc(F)cc1F. The reactants are C, CC(=O)c1ccc(OCc2ccccc2)c(C(=O)Nc2cc(C(F)(F)F)cc(C(F)(F)F)c2)c1, CCO, C1CCOC1, [Pd]. Yields the product CC(=O)c1ccc(O)c(C(=O)Nc2cc(C(F)(F)F)cc(C(F)(F)F)c2)c1. Reaction SMILES: [C:38].[C:4]([CH3:5])(=[O:6])[c:7]1[cH:8][cH:9][c:10]([O:30][CH2:31][c:32]2[cH:33][cH:34][cH:35][cH:36][cH:37]2)[c:11]([C:12](=[O:13])[NH:14][c:15]2[cH:16][c:17]([C:25]([F:26])([F:27])[F:28])[cH:18][c:19]([C:21]([F:22])([F:23])[F:24])[cH:20]2)[cH:29]1.[CH3:1][CH2:2][OH:3].[O:40]1[CH2:41][CH2:42][CH2:43][CH2:44]1.[Pd:39]>>[C:4]([CH3:5])(=[O:6])[c:7]1[cH:8][cH:9][c:10]([OH:30])[c:11]([C:12](=[O:13])[NH:14][c:15]2[cH:16][c:17]([C:25]([F:26])([F:27])[F:28])[cH:18][c:19]([C:21]([F:22])([F:23])[F:24])[cH:20]2)[cH:29]1. Starting materials: COCN(c1cc(Br)cc(CO)n1)c1nccs1, CC(C)(C)[Si](C)(C)Cl, CN(C)C=O, CCOC(C)=O, c1c[nH]cn1. Yields the product COCN(c1cc(Br)cc(CO[Si](C)(C)C(C)(C)C)n1)c1nccs1. As a reaction SMILES: [Br:1][c:2]1[cH:3][c:4]([CH2:17][OH:18])[n:5][c:6]([N:8]([c:9]2[s:10][cH:11][cH:12][n:13]2)[CH2:14][O:15][CH3:16])[cH:7]1.[C:24]([CH3:25])([CH3:26])([CH3:27])[Si:28]([CH3:29])([CH3:30])[Cl:31].[CH3:32][N:33]([CH3:34])[CH:35]=[O:36].[CH3:37][CH2:38][O:39][C:40](=[O:41])[CH3:42].[nH:19]1[cH:20][cH:21][n:22][cH:23]1>>[Br:1][c:2]1[cH:3][c:4]([CH2:17][O:18][Si:28]([C:24]([CH3:25])([CH3:26])[CH3:27])([CH3:29])[CH3:30])[n:5][c:6]([N:8]([c:9]2[s:10][cH:11][cH:12][n:13]2)[CH2:14][O:15][CH3:16])[cH:7]1. The reactants are NC1=C(C#N)C(=CC=C1)Br (2-amino-6-bromobenzonitrile), CC(=C(C)B(O)O)C (3-Methyl-2-buten-2-ylboronic acid). Product: NC1=C(C#N)C(=CC=C1)C(C)=C(C)C (2-Amino-6-(3-methylbut-2-en-2-yl)benzonitrile). As a reaction SMILES: [NH2:1][C:2]1[CH:9]=[CH:8][CH:7]=[C:6](Br)[C:3]=1[C:4]#[N:5].[CH3:11][C:12]([CH3:18])=[C:13](B(O)O)[CH3:14]>>[NH2:1][C:2]1[CH:9]=[CH:8][CH:7]=[C:6]([C:13](=[C:12]([CH3:18])[CH3:11])[CH3:14])[C:3]=1[C:4]#[N:5]. Procedure details: Prepared as in Example 1a from 2-amino-6-bromobenzonitrile and 3-Methyl-2-buten-2-ylboronic acid as an orange oil. MS 187 (MH+).